The task is: describe an organic reaction: reactants, conditions, products, and yield. This data is from the Open Reaction Database (ORD), a public repository of structured organic reaction records. Reactants: FC=1C=C(C=C(C1NS(=O)(=O)C)F)C(C)NC(=O)C=1OC(=CC1)Br (5-Bromo-furan-2-carboxylic acid [1-(3,5-difluoro-4-methanesulfonylamino-phenyl)-ethyl]-amide), C(C)(C)C=1C=C(C=CC1)O (3-isopropylphenol). Product: FC=1C=C(C=C(C1NS(=O)(=O)C)F)C(C)NC(=O)C=1OC(=CC1)OC1=CC(=CC=C1)C(C)C (5-(3-Isopropyl-phenoxy)-furan-2-carboxylic acid [1-(3,5-difluoro-4-methanesulfonylamino-phenyl)-ethyl]-amide). Isolated yield 16.3%. RXN SMILES: [F:1][C:2]1[CH:3]=[C:4]([CH:14]([NH:16][C:17]([C:19]2[O:20][C:21](Br)=[CH:22][CH:23]=2)=[O:18])[CH3:15])[CH:5]=[C:6]([F:13])[C:7]=1[NH:8][S:9]([CH3:12])(=[O:11])=[O:10].[CH:25]([C:28]1[CH:29]=[C:30]([OH:34])[CH:31]=[CH:32][CH:33]=1)([CH3:27])[CH3:26]>>[F:1][C:2]1[CH:3]=[C:4]([CH:14]([NH:16][C:17]([C:19]2[O:20][C:21]([O:34][C:30]3[CH:31]=[CH:32][CH:33]=[C:28]([CH:25]([CH3:27])[CH3:26])[CH:29]=3)=[CH:22][CH:23]=2)=[O:18])[CH3:15])[CH:5]=[C:6]([F:13])[C:7]=1[NH:8][S:9]([CH3:12])(=[O:11])=[O:10]. Procedure: 5-Bromo-furan-2-carboxylic acid [1-(3,5-difluoro-4-methanesulfonylamino-phenyl)-ethyl]-amide (37 mg, 0.09 mmol) was reacted with 3-isopropylphenol (23 mg, 0.18 mmol) to give the title compound (7 mg, 14%) after purification by column chromatography (gradient 12% to 100% EtOAc in n-hexane). Reactants: ClC=1C=C(CN(C([C@H](CC2=CC3=CC=CC=C3C=C2)N(C(=O)OC(C)(C)C)CC=C)=O)C)C=CC1Cl ((S)-N-(3,4-dichlorobenzyl)-N-methyl-2-[N'-(t-butoxycarbonyl)-allylamino]-3-(naphth-2-yl)-propionamide), C([O-])(O)=O.[Na+] (sodium bicarbonate), C(C)(=O)[O-].C(C)(=O)[O-].C(C)(=O)[O-].C(C)(=O)[O-].[Pb+4] (lead tetraacetate), C[N+]1(CCOCC1)[O-] (N-methylmorpholine-N-oxide), S([O-])(O)=O.[Na+] (sodium bisulfite). Reagents/catalysts: [Os](=O)(=O)(=O)=O (osmium tetraoxide). The solvent is CC(=O)C (acetone), C(Cl)(Cl)Cl (chloroform), O (water), O1CCCC1 (tetrahydrofuran). Reaction conditions: time 30 minute. Yields the product ClC=1C=C(CN(C([C@H](CC2=CC3=CC=CC=C3C=C2)N(C(=O)OC(C)(C)C)CC=O)=O)C)C=CC1Cl ((S)-N-(3,4-Dichlorobenzyl)-N-methyl-2-[N'-(t-butoxycarbonyl)-2-oxo-ethylamino]-3-(naphth-2-yl)-propionamide). As a reaction SMILES: [Cl:1][C:2]1[CH:3]=[C:4]([CH:33]=[CH:34][C:35]=1[Cl:36])[CH2:5][N:6]([CH3:32])[C:7](=[O:31])[C@@H:8]([N:20]([CH2:28][CH:29]=C)[C:21]([O:23][C:24]([CH3:27])([CH3:26])[CH3:25])=[O:22])[CH2:9][C:10]1[CH:19]=[CH:18][C:17]2[C:12](=[CH:13][CH:14]=[CH:15][CH:16]=2)[CH:11]=1.C[N+]1([O-])CC[O:41]CC1.S(=O)(O)[O-].[Na+].C([O-])(=O)C.C([O-])(=O)C.C([O-])(=O)C.C([O-])(=O)C.[Pb+4].C(=O)(O)[O-].[Na+]>C(Cl)(Cl)Cl.[Os](=O)(=O)(=O)=O.O.O1CCCC1.CC(C)=O>[Cl:1][C:2]1[CH:3]=[C:4]([CH:33]=[CH:34][C:35]=1[Cl:36])[CH2:5][N:6]([CH3:32])[C:7](=[O:31])[C@@H:8]([N:20]([CH2:28][CH:29]=[O:41])[C:21]([O:23][C:24]([CH3:25])([CH3:26])[CH3:27])=[O:22])[CH2:9][C:10]1[CH:19]=[CH:18][C:17]2[C:12](=[CH:13][CH:14]=[CH:15][CH:16]=2)[CH:11]=1 |f:2.3,4.5.6.7.8,9.10|. Procedure details: Combine (S)-N-(3,4-dichlorobenzyl)-N-methyl-2-[N'-(t-butoxycarbonyl)-allylamino]-3-(naphth-2-yl)-propionamide (0.26 g, 0.50 mmol), N-methylmorpholine-N-oxide (0.065 g, 0.55 mmol), acetone (10 mL), tetrahydrofuran (5 mL), and water (5 mL). Add osmium tetraoxide (0.26 mL, 0.04M in THF, 0.042 mmol) and stir under an inert atmosphere for 18 hours. Pour the reaction mixture into a saturated solution of sodium bisulfite and extract the intermediate diol into ethyl acetate. Dry the separated organic la...